Dataset: the Open Reaction Database (ORD), a public repository of structured organic reaction records. Task: describe an organic reaction: reactants, conditions, products, and yield Yields the product O=C(C(C#N)C(NC1=CC=C(C=C1)F)=O)C=1NC=CC1 (β-oxo-α-(4-fluorophenyl carbamoyl)-β-(2-pyrrolyl)-propionitrile). Solvent: C=1(C(=CC=CC1)C)C (xylene). Reactants: O=C(C(C#N)C(=O)OCC)C=1NC=CC1 (β-oxo-α-ethoxycarbonyl-β-(2-pyrrolyl)-propionitrile), FC1=CC=C(N)C=C1 (4-fluoroaniline). Procedure details: A mixture of 1.1 g of β-oxo-α-ethoxycarbonyl-β-(2-pyrrolyl)-propionitrile, 1.5 g of 4-fluoroaniline and 60 ml of xylene, is refluxed for 41/2 hours. After standing and cooling to room temperature overnight, the solution is filtered, evaporated and the residue is purified to yield β-oxo-α-(4-fluorophenyl carbamoyl)-β-(2-pyrrolyl)-propionitrile of example 5. Reaction SMILES: [O:1]=[C:2]([C:11]1[NH:12][CH:13]=[CH:14][CH:15]=1)[CH:3]([C:6]([O:8]CC)=O)[C:4]#[N:5].[F:16][C:17]1[CH:23]=[CH:22][C:20]([NH2:21])=[CH:19][CH:18]=1>C1(C)C(C)=CC=CC=1>[O:1]=[C:2]([C:11]1[NH:12][CH:13]=[CH:14][CH:15]=1)[CH:3]([C:6](=[O:8])[NH:21][C:20]1[CH:22]=[CH:23][C:17]([F:16])=[CH:18][CH:19]=1)[C:4]#[N:5].